This data is from the Open Reaction Database (ORD), a public repository of structured organic reaction records. The task is: describe an organic reaction: reactants, conditions, products, and yield The reactants are CC1(CC2(CC1)OCC(CO2)(C)C)C=O (2,8,8-Trimethyl-6,10-dioxa-spiro[4.5]decane-2-carbaldehyde), C(=O)([O-])[O-].[K+].[K+] (K2CO3), BrCCCCBr (1,4-dibromobutane), CC#N (CH3CN), BrCCCCBr (1,4-dibromobutane). Run in O (H2O). Run at temperature 110 celsius, time 30 minute. Yields the product COCC(C(=O)N(C)OC)(C)C (3,N-Dimethoxy-2,2,N-trimethyl-propionamide). Reaction SMILES: CC1(C=O)CC[C:4]2([O:11][CH2:10][C:9]([CH3:13])([CH3:12])[CH2:8][O:7]2)C1.[C:16]([O-:19])([O-])=O.[K+].[K+].BrCCCCBr.C[C:29]#[N:30]>O>[CH3:4][O:11][CH2:10][C:9]([CH3:12])([CH3:13])[C:8]([N:30]([O:19][CH3:16])[CH3:29])=[O:7] |f:1.2.3|. Procedure: Step 3—A mixture of 2 (0.9 g, 3.912 mmol), K2CO3 (0.595 g, 4.303 mmol) and 1,4-dibromobutane (0.49 mL, 4.108 mmol) in 14 mL of CH3CN and 1 mL of H2O was stirred at 110° C. for 30 minutes under microwave irradiation before being cooled to RT. 0.5 more equivalents of 1,4-dibromobutane were added and the resulting mixture was stirred at 110° C. for 30 minutes under microwave irradiation a second time before being cooled to RT. The reaction mixture was extracted twice with DCM. The combined organic ... Starting materials: BrC=1C=CC2=C(C(OCC(N2)=O)(C=2SC=CC2)C)C1 (7-bromo-5-methyl-5-thien-2-yl-1,5-dihydro-4,1-benzoxazepin-2(3H)-one), [H-].[Al+3].[Li+].[H-].[H-].[H-] (lithium aluminum hydride), C(C)(=O)OCC (Ethyl acetate), [Cl-].[NH4+] (ammonium chloride). Run in C1CCOC1 (THF). Conditions: time 3 hour. Product: BrC=1C=CC2=C(C(OCCN2)(C=2SC=CC2)C)C1 (7-bromo-5-methyl-5-thien-2-yl-1,2,3,5-tetrahydro-4,1-benzoxazepine). Isolated yield 84.5%. Reaction SMILES: [Br:1][C:2]1[CH:3]=[CH:4][C:5]2[NH:11][C:10](=O)[CH2:9][O:8][C:7]([CH3:18])([C:13]3[S:14][CH:15]=[CH:16][CH:17]=3)[C:6]=2[CH:19]=1.[H-].[Al+3].[Li+].[H-].[H-].[H-].[Cl-].[NH4+].C(OCC)(=O)C>C1COCC1>[Br:1][C:2]1[CH:3]=[CH:4][C:5]2[NH:11][CH2:10][CH2:9][O:8][C:7]([CH3:18])([C:13]3[S:14][CH:15]=[CH:16][CH:17]=3)[C:6]=2[CH:19]=1 |f:1.2.3.4.5.6,7.8|. Reported procedure: To a solution of 7-bromo-5-methyl-5-thien-2-yl-1,5-dihydro-4,1-benzoxazepin-2(3H)-one (5 g, 14.6 mmol) in anhydrous THF (100 mL) was added lithium aluminum hydride (0.2 g, 5.2 mmol) at rt under nitrogen. After addition, the mixture was stirred for 3 hrs and treated with aqueous ammonium chloride solution (200 mL). Ethyl acetate (300 mL) was added. Organic layer was separated, dried (MgSO4), and concentrated to afford 7-bromo-5-methyl-5-thien-2-yl-1,2,3,5-tetrahydro-4,1-benzoxazepine as an oil (4... Starting materials: resultant mixture, CCN(C(C)C)C(C)C (DIEA), NC=1C(=NC(=CN1)[C@H]1C[C@@H](CC1)O)C1=CC(=C(C(=O)O)C=C1)F (4-(3-amino-6-((1R,3R)-3-hydroxycyclopentyl)pyrazin-2-yl)-2-fluorobenzoic acid), N[C@H](CO)C1=CC(=CC(=C1)I)F ((S)-2-amino-2-(3-fluoro-5-iodophenyl)ethanol), C1=CC2=C(N=C1)N(N=N2)O (HOAt), C(CCl)Cl (EDC). The solvent is CCOC(=O)C (EtOAc), CN(C)C=O (DMF). Yields the product NC=1C(=NC(=CN1)[C@H]1C[C@@H](CC1)O)C1=CC(=C(C(=O)N[C@H](CO)C2=CC(=CC(=C2)I)F)C=C1)F (4-(3-amino-6-((1R,3R)-3-hydroxycyclopentyl)pyrazin-2-yl)-2-fluoro-N—((S)-1-(3-fluoro-5-iodophenyl)-2-hydroxyethyl)benzamide). Yield: 45.2%. Reaction SMILES: [NH2:1][C:2]1[C:3]([C:14]2[CH:22]=[CH:21][C:17]([C:18]([OH:20])=O)=[C:16]([F:23])[CH:15]=2)=[N:4][C:5]([C@@H:8]2[CH2:12][CH2:11][C@@H:10]([OH:13])[CH2:9]2)=[CH:6][N:7]=1.[NH2:24][C@@H:25]([C:28]1[CH:33]=[C:32]([I:34])[CH:31]=[C:30]([F:35])[CH:29]=1)[CH2:26][OH:27].C1C=NC2N(O)N=NC=2C=1.C(Cl)CCl.CCN(C(C)C)C(C)C>CN(C=O)C.CCOC(C)=O>[NH2:1][C:2]1[C:3]([C:14]2[CH:22]=[CH:21][C:17]([C:18]([NH:24][C@@H:25]([C:28]3[CH:33]=[C:32]([I:34])[CH:31]=[C:30]([F:35])[CH:29]=3)[CH2:26][OH:27])=[O:20])=[C:16]([F:23])[CH:15]=2)=[N:4][C:5]([C@@H:8]2[CH2:12][CH2:11][C@@H:10]([OH:13])[CH2:9]2)=[CH:6][N:7]=1. Procedure details: To a mixture of (4-(3-amino-6-((1R,3R)-3-hydroxycyclopentyl)pyrazin-2-yl)-2-fluorobenzoic acid) (6 mg, 0.019 mmol), (S)-2-amino-2-(3-fluoro-5-iodophenyl)ethanol (8.96 mg, 0.028 mmol), HOAt (5.15 mg, 0.038 mmol) and EDC (7.25 mg, 0.038 mmol) in DMF (1 ml) was added DIEA (0.036 ml, 0.208 mmol). The resultant mixture was stirred over night at RT. The mixture was diluted with EtOAc, washed with water three times and brine, dried with Na2SO4, filtered and concentrated to afford the crude product as a... Reactants: BrC=1C=C2C3(N=C(OC3)N(C(=O)OC(C)(C)C)C(=O)OC(C)(C)C)C3(COC3)COC2=CC1 (di-tert-butyl (6′-bromodispiro[1,3-oxazole-4,4′-chromene-3′,3″-oxetan]-2-yl)imidodicarbonate), COC=1C(=NC=CC1)N (3-methoxypyridin-2-amine), CC1(C2=CC=CC(=C2OC=2C(=CC=CC12)P(C1=CC=CC=C1)C1=CC=CC=C1)P(C1=CC=CC=C1)C1=CC=CC=C1)C ((9,9-dimethyl-9H-xanthene-4,5-diyl)bis(diphenylphosphine)), C(=O)([O-])[O-].[Cs+].[Cs+] (Cs2CO3). Reagents/catalysts: C=1C=CC(=CC1)/C=C/C(=O)/C=C/C2=CC=CC=C2.C=1C=CC(=CC1)/C=C/C(=O)/C=C/C2=CC=CC=C2.C=1C=CC(=CC1)/C=C/C(=O)/C=C/C2=CC=CC=C2.[Pd].[Pd] (tris(dibenzylideneacetone)dipalladium(0)). Solvent: O1CCOCC1 (dioxane). Conditions: temperature 100 celsius, time 48 hour. Product: COC=1C(=NC=CC1)NC=1C=C2C3(N=C(OC3)N(C(=O)OC(C)(C)C)C(=O)OC(C)(C)C)C3(COC3)COC2=CC1 (di-tert-butyl {6′-[(3-methoxypyridin-2-yl)amino]dispiro[1,3-oxazole-4,4′-chromene-3′,3″-oxetan]-2-yl}imidodicarbonate). RXN SMILES: Br[C:2]1[CH:3]=[C:4]2[C:31](=[CH:32][CH:33]=1)[O:30][CH2:29][C:25]1([CH2:28][O:27][CH2:26]1)[C:5]12[CH2:9][O:8][C:7]([N:10]([C:18]([O:20][C:21]([CH3:24])([CH3:23])[CH3:22])=[O:19])[C:11]([O:13][C:14]([CH3:17])([CH3:16])[CH3:15])=[O:12])=[N:6]1.[CH3:34][O:35][C:36]1[C:37]([NH2:42])=[N:38][CH:39]=[CH:40][CH:41]=1.CC1(C)C2C=CC=C(P(C3C=CC=CC=3)C3C=CC=CC=3)C=2OC2C1=CC=CC=2P(C1C=CC=CC=1)C1C=CC=CC=1.C([O-])([O-])=O.[Cs+].[Cs+]>C1C=CC(/C=C/C(/C=C/C2C=CC=CC=2)=O)=CC=1.C1C=CC(/C=C/C(/C=C/C2C=CC=CC=2)=O)=CC=1.C1C=CC(/C=C/C(/C=C/C2C=CC=CC=2)=O)=CC=1.[Pd].[Pd].O1CCOCC1>[CH3:34][O:35][C:36]1[C:37]([NH:42][C:2]2[CH:3]=[C:4]3[C:31](=[CH:32][CH:33]=2)[O:30][CH2:29][C:25]2([CH2:28][O:27][CH2:26]2)[C:5]23[CH2:9][O:8][C:7]([N:10]([C:18]([O:20][C:21]([CH3:24])([CH3:23])[CH3:22])=[O:19])[C:11]([O:13][C:14]([CH3:17])([CH3:16])[CH3:15])=[O:12])=[N:6]2)=[N:38][CH:39]=[CH:40][CH:41]=1 |f:3.4.5,6.7.8.9.10|. Reported procedure: A mixture of di-tert-butyl (6′-bromodispiro[1,3-oxazole-4,4′-chromene-3′,3″-oxetan]-2-yl)imidodicarbonate (300 mg, 0.571 mmol), 3-methoxypyridin-2-amine (354 mg, 2.86 mmol), tris(dibenzylideneacetone)dipalladium(0) (105 mg, 0.114 mmol), (9,9-dimethyl-9H-xanthene-4,5-diyl)bis(diphenylphosphine) (198 mg, 0.343 mmol), Cs2CO3 (558 mg, 1.71 mmol) and dioxane (15 mL) was stirred for 48 hours at 100° C. The reaction mixture was cooled down to ambient temperature, and partitioned with CHCl3 and water. T... Starting materials: CCNCC, CCOC(=O)CCc1nc(-c2ccccc2)nc2ccccc12. The product is CCN(CC)C(=O)CCc1nc(-c2ccccc2)nc2ccccc12. RXN SMILES: [CH2:24]([CH3:25])[NH:26][CH2:27][CH3:28].[c:1]1(-[c:7]2[n:8][c:9]3[cH:10][cH:11][cH:12][cH:13][c:14]3[c:15]([CH2:17][CH2:18][C:19]([O:21][CH2:20][CH3:22])=[O:23])[n:16]2)[cH:2][cH:3][cH:4][cH:5][cH:6]1>>[c:1]1(-[c:7]2[n:8][c:9]3[cH:10][cH:11][cH:12][cH:13][c:14]3[c:15]([CH2:17][CH2:18][C:19](=[O:21])[N:26]([CH2:24][CH3:25])[CH2:27][CH3:28])[n:16]2)[cH:2][cH:3][cH:4][cH:5][cH:6]1. Reactants: CO (methanol), Cl (hydrochloric acid), glass, C12C=CC(CC1)C2.C1(=CC=CC=C1)C (norbornene toluene), C=C (ethene). Reagents/catalysts: [Cr] (chromium). The solvent is C1(=CC=CC=C1)C (toluene), C1(=CC=CC=C1)C (toluene). The product is C=C.C12C=CC(CC1)C2 (Norbornene Ethene). RXN SMILES: [CH:1]12CC(CC1)C=[CH:2]2.[C:8]1([CH3:14])[CH:13]=[CH:12][CH:11]=[CH:10][CH:9]=1.C=C.CO.Cl>C1(C)C=CC=CC=1.[Cr]>[CH2:1]=[CH2:2].[CH:8]12[CH2:14][CH:11]([CH2:12][CH2:13]1)[CH:10]=[CH:9]2 |f:0.1,7.8|. Procedure details: First of all, 0.200 mmole of the chromium compound from Example 5 was suspended in 50 mL of toluene. This solution was then put into a 250-mL glass autoclave. Subsequently, 40 mL of a norbornene-toluene solution (318.60 mmoles of norbornene) were added to this solution. The reaction mixture thus obtained was first brought to a temperature of 0° C. [32° F.] and subsequently saturated with ethene for 30 minutes at 3 bar. Then the reaction was started by adding 1.34 g of MAO (Cr:Al=1:50) dissolved ...